Dataset: the Open Reaction Database (ORD), a public repository of structured organic reaction records. Task: describe an organic reaction: reactants, conditions, products, and yield As a reaction SMILES: [CH3:1][O:2][c:3]1[cH:4][c:5]([C:9](=[O:10])[OH:11])[n:6][cH:7][cH:8]1.[NH2:12][c:13]1[n:14][n:15][n:16][nH:17]1.[S:18]([Cl:19])([Cl:20])=[O:21]>>[CH3:1][O:2][c:3]1[cH:4][c:5]([C:9](=[O:11])[NH:12][c:13]2[nH:14][n:15][n:16][n:17]2)[n:6][cH:7][cH:8]1. The reactants are COc1ccnc(C(=O)O)c1, Nc1nnn[nH]1, O=S(Cl)Cl. Product: COc1ccnc(C(=O)Nc2nnn[nH]2)c1. Starting materials: ClC=1N=C(C2=C(N1)C=C(S2)C=2C=C(C(=O)NC[C@H](C)O)C=CC2)N2CCOCC2 (3-(2-Chloro-4-morpholinothieno[3,2-d]pyrimidin-6-yl)-N-((S)-2-hydroxypropyl)benzamide), CC1(OB(OC1(C)C)C1=C2C=NNC2=CC=C1)C (4-(4,4,5,5-tetramethyl-[1,3,2]dioxaborolan-2-yl)-1H-indazole). The product is N1N=CC2=C(C=CC=C12)C=1N=C(C2=C(N1)C=C(S2)C=2C=C(C(=O)NC[C@H](C)O)C=CC2)N2CCOCC2 (3-(2-(1H-indazol-4-yl)-4-morpholinothieno[3,2-d]pyrimidin-6-yl)-N-((S)-2-hydroxypropyl)benzamide). Reaction SMILES: Cl[C:2]1[N:3]=[C:4]([N:24]2[CH2:29][CH2:28][O:27][CH2:26][CH2:25]2)[C:5]2[S:10][C:9]([C:11]3[CH:12]=[C:13]([CH:21]=[CH:22][CH:23]=3)[C:14]([NH:16][CH2:17][C@@H:18]([OH:20])[CH3:19])=[O:15])=[CH:8][C:6]=2[N:7]=1.CC1(C)C(C)(C)OB([C:38]2[CH:46]=[CH:45][CH:44]=[C:43]3[C:39]=2[CH:40]=[N:41][NH:42]3)O1>>[NH:42]1[C:43]2[C:39](=[C:38]([C:2]3[N:3]=[C:4]([N:24]4[CH2:29][CH2:28][O:27][CH2:26][CH2:25]4)[C:5]4[S:10][C:9]([C:11]5[CH:12]=[C:13]([CH:21]=[CH:22][CH:23]=5)[C:14]([NH:16][CH2:17][C@@H:18]([OH:20])[CH3:19])=[O:15])=[CH:8][C:6]=4[N:7]=3)[CH:46]=[CH:45][CH:44]=2)[CH:40]=[N:41]1. Procedure details: 3-(2-Chloro-4-morpholinothieno[3,2-d]pyrimidin-6-yl)benzoic acid (49 mg) was reacted with (S)-(+)-1-amino-2-propanol via General Procedure B to yield 3-(2-chloro-4-morpholinothieno[3,2-d]pyrimidin-6-yl)-N-((S)-2-hydroxypropyl)benzamide. 3-(2-Chloro-4-morpholinothieno[3,2-d]pyrimidin-6-yl)-N-((S)-2-hydroxypropyl)benzamide (56 mg) was coupled to 4-(4,4,5,5-tetramethyl-1,3,2-dioxaborolan-2-yl)-1H-indazole 7 via General Procedure A to yield 24.8 mg of 336. MS (Q1) 515.2 (M)+